This data is from the Open Reaction Database (ORD), a public repository of structured organic reaction records. The task is: describe an organic reaction: reactants, conditions, products, and yield Starting materials: Cl (hydrochloric acid), Cl.C(CCC)OC([C@@H](NC([C@@H](NC([C@@H]1N(C(CC1)=O)C(=O)OCC1=CC=CC=C1)=O)C)=O)CCCNC(N)=N)OCCCC (N-benzyloxycarbonyl-D-pyroglutamyl-L-alanyl-L-argininal dibutylacetal hydrochloride), [OH-].[Na+] (sodium hydroxide). Solvent: C(C)#N (acetonitrile). Yields the product Cl.C(C1=CC=CC=C1)OC(=O)N1[C@H](CCC1=O)C(=O)N[C@@H](C)C(=O)N[C@@H](CCCNC(N)=N)C=O (N-benzyloxycarbonyl-D-pyroglutamyl-L-alanyl-L-argininal hydrochloride). Yield: 86.0%. RXN SMILES: [ClH:1].Cl.C([O:7][CH:8](OCCCC)[C@H:9]([CH2:34][CH2:35][CH2:36][NH:37][C:38](=[NH:40])[NH2:39])[NH:10][C:11](=[O:33])[C@H:12]([CH3:32])[NH:13][C:14](=[O:31])[C@H:15]1[CH2:19][CH2:18][C:17](=[O:20])[N:16]1[C:21]([O:23][CH2:24][C:25]1[CH:30]=[CH:29][CH:28]=[CH:27][CH:26]=1)=[O:22])CCC.[OH-].[Na+]>C(#N)C>[ClH:1].[CH2:24]([O:23][C:21]([N:16]1[C:17](=[O:20])[CH2:18][CH2:19][C@@H:15]1[C:14]([NH:13][C@H:12]([C:11]([NH:10][C@H:9]([CH:8]=[O:7])[CH2:34][CH2:35][CH2:36][NH:37][C:38](=[NH:39])[NH2:40])=[O:33])[CH3:32])=[O:31])=[O:22])[C:25]1[CH:26]=[CH:27][CH:28]=[CH:29][CH:30]=1 |f:1.2,3.4,6.7|. Reported procedure: After 1N hydrochloric acid aqueous solution (22 ml) was added to a solution of N-benzyloxycarbonyl-D-pyroglutamyl-L-alanyl-L-argininal dibutylacetal hydrochloride (0.28 g, 0.44 mmol) in acetonitrile (44 ml), the mixture was reacted at 36° C. for 1.5 hour with stirring. After completion of the reaction, pH of the reaction mixture was adjusted to 4.8 with 1N sodium hydroxide aqueous solution. The solvent was distilled off under reduced pressure and chloroform was added to the residue. Insoluble ma... Reactants: [Al+3], CCS, ClCCl, [Cl-], [Cl-], [Cl-], COc1ccc(N2C(=O)CCCC2c2ccc(Cl)cc2)cc1, O. The product is O=C1CCCC(c2ccc(Cl)cc2)N1c1ccc(O)cc1. RXN SMILES: [Al+3:30].[CH2:23]([SH:24])[CH3:25].[CH2:26]([Cl:27])[Cl:28].[Cl-:29].[Cl-:31].[Cl-:32].[Cl:1][c:2]1[cH:3][cH:4][c:5]([CH:8]2[CH2:9][CH2:10][CH2:11][C:12](=[O:22])[N:13]2[c:14]2[cH:15][cH:16][c:17]([O:20][CH3:21])[cH:18][cH:19]2)[cH:6][cH:7]1.[OH2:33]>>[Cl:1][c:2]1[cH:3][cH:4][c:5]([CH:8]2[CH2:9][CH2:10][CH2:11][C:12](=[O:22])[N:13]2[c:14]2[cH:15][cH:16][c:17]([OH:20])[cH:18][cH:19]2)[cH:6][cH:7]1. Reactants: CCOC(=O)COc1cc(OCC=C(C)C)ccc1C(=O)C=Cc1ccc(C(C)(C)C)cc1, O=C([O-])[O-], CCO, [K+], [K+], O. Yields the product CC(C)=CCOc1ccc(C(=O)C=Cc2ccc(C(C)(C)C)cc2)c(OCC(=O)O)c1. As a reaction SMILES: [C:1]([CH3:2])([CH3:3])([CH3:4])[c:5]1[cH:6][cH:7][c:8]([CH:11]=[CH:12][C:13](=[O:14])[c:15]2[c:16]([O:27][CH2:28][C:29](=[O:30])[O:31][CH2:32][CH3:33])[cH:17][c:18]([O:21][CH2:22][CH:23]=[C:24]([CH3:25])[CH3:26])[cH:19][cH:20]2)[cH:9][cH:10]1.[C:34](=[O:35])([O-:36])[O-:37].[CH3:40][CH2:41][OH:42].[K+:38].[K+:39].[OH2:43]>>[C:1]([CH3:2])([CH3:3])([CH3:4])[c:5]1[cH:6][cH:7][c:8]([CH:11]=[CH:12][C:13](=[O:14])[c:15]2[c:16]([O:27][CH2:28][C:29](=[O:30])[OH:31])[cH:17][c:18]([O:21][CH2:22][CH:23]=[C:24]([CH3:25])[CH3:26])[cH:19][cH:20]2)[cH:9][cH:10]1.